Dataset: the Open Reaction Database (ORD), a public repository of structured organic reaction records. Task: describe an organic reaction: reactants, conditions, products, and yield Reactants: CC=1SC(=C(N1)C(=O)O)C (2,5-dimethyl-1,3-thiazole-4-carboxylic acid), NC=1C=C(OC=2C=CC=3N(C2)N=C(N3)NC(=O)C3CC3)C=CC1 (N-[6-(3-aminophenoxy)[1,2,4]triazolo[1,5-a]pyridin-2-yl]cyclopropanecarboxamide), O1CCCC1 (tetrahydrofuran), C(C(=O)Cl)(=O)Cl (oxalyl chloride). The reagents and catalysts are CN(C=O)C (N,N-dimethylformamide). The solvent is CN(C(C)=O)C (N,N-dimethylacetamide). Product: C1(CC1)C(=O)NC1=NN2C(C=CC(=C2)OC=2C=C(C=CC2)NC(=O)C=2N=C(SC2C)C)=N1 (N-[3-({2-[(cyclopropylcarbonyl)amino][1,2,4]triazolo[1,5-a]pyridin-6-yl}oxy)phenyl]-2,5-dimethyl-1,3-thiazole-4-carboxamide). Yield: 63.1%. Reaction SMILES: [CH3:1][C:2]1[S:3][C:4]([CH3:10])=[C:5]([C:7]([OH:9])=O)[N:6]=1.O1CCCC1.C(Cl)(=O)C(Cl)=O.[NH2:22][C:23]1[CH:24]=[C:25]([CH:42]=[CH:43][CH:44]=1)[O:26][C:27]1[CH:28]=[CH:29][C:30]2[N:31]([N:33]=[C:34]([NH:36][C:37]([CH:39]3[CH2:41][CH2:40]3)=[O:38])[N:35]=2)[CH:32]=1>CN(C)C=O.CN(C)C(=O)C>[CH:39]1([C:37]([NH:36][C:34]2[N:35]=[C:30]3[CH:29]=[CH:28][C:27]([O:26][C:25]4[CH:24]=[C:23]([NH:22][C:7]([C:5]5[N:6]=[C:2]([CH3:1])[S:3][C:4]=5[CH3:10])=[O:9])[CH:44]=[CH:43][CH:42]=4)=[CH:32][N:31]3[N:33]=2)=[O:38])[CH2:40][CH2:41]1. Procedure: In the same manner as in Example 18-4 and using 2,5-dimethyl-1,3-thiazole-4-carboxylic acid (314 mg, 2.00 mmol), tetrahydrofuran (50 mL), oxalyl chloride (191 μL, 2.20 mmol), N-[6-(3-aminophenoxy)[1,2,4]triazolo[1,5-a]pyridin-2-yl]cyclopropanecarboxamide (309 mg, 1.00 mmol), N,N-dimethylformamide (1 drop) and N,N-dimethylacetamide (6 mL) as starting materials, the title compound (283 mg, 63%) was obtained as a white solid.